Dataset: the Open Reaction Database (ORD), a public repository of structured organic reaction records. Task: describe an organic reaction: reactants, conditions, products, and yield The reactants are FC=1C=C(C=C(C1)F)C[C@@H](C=1N(C=CN1)C1=CC=C(C=C1)OC)NC(CN1N=C(C=2CCCCC12)C(F)(F)F)=O ((S)-N-(2-(3,5-difluorophenyl)-1-(1-(4-methoxyphenyl)-1H-imidazol-2-yl)ethyl)-2-(3-(trifluoromethyl)-4,5,6,7-tetrahydro-1H-indazol-1-yl)acetamide), Cl.ClC1=CC=C(C=C1)C1=C(N=CO1)C(CC1=CC(=CC(=C1)F)F)N (1-(5-(4-chlorophenyl)oxazol-4-yl)-2-(3,5-difluorophenyl)ethanamine hydrochloride), FC(C1=NN(C=2CCCCC12)CC(=O)O)(F)F (2-(3-(trifluoromethyl)-4,5,6,7-tetrahydro-1H-indazol-1-yl)acetic acid). The product is ClC1=CC=C(C=C1)C1=C(N=CO1)C(CC1=CC(=CC(=C1)F)F)NC(CN1N=C(C=2CCCCC12)C(F)(F)F)=O (N-(1-(5-(4-chlorophenyl)oxazol-4-yl)-2-(3,5-difluorophenyl)ethyl)-2-(3-(trifluoromethyl)-4,5,6,7-tetrahydro-1H-indazol-1-yl)acetamide). RXN SMILES: FC1C=C(C[C@H](N[C:25](=[O:40])[CH2:26][N:27]2[C:35]3[CH2:34][CH2:33][CH2:32][CH2:31][C:30]=3[C:29]([C:36]([F:39])([F:38])[F:37])=[N:28]2)C2N(C3C=CC(OC)=CC=3)C=CN=2)C=C(F)C=1.Cl.[Cl:42][C:43]1[CH:48]=[CH:47][C:46]([C:49]2[O:53][CH:52]=[N:51][C:50]=2[CH:54]([NH2:64])[CH2:55][C:56]2[CH:61]=[C:60]([F:62])[CH:59]=[C:58]([F:63])[CH:57]=2)=[CH:45][CH:44]=1.FC(F)(F)C1C2CCCCC=2N(CC(O)=O)N=1>>[Cl:42][C:43]1[CH:48]=[CH:47][C:46]([C:49]2[O:53][CH:52]=[N:51][C:50]=2[CH:54]([NH:64][C:25](=[O:40])[CH2:26][N:27]2[C:35]3[CH2:34][CH2:33][CH2:32][CH2:31][C:30]=3[C:29]([C:36]([F:38])([F:37])[F:39])=[N:28]2)[CH2:55][C:56]2[CH:61]=[C:60]([F:62])[CH:59]=[C:58]([F:63])[CH:57]=2)=[CH:45][CH:44]=1 |f:1.2|. Reported procedure: The title compound was prepared according to the method presented for the synthesis of compound 5F of Example 5 utilizing 33G and 2-(3-(trifluoromethyl)-4,5,6,7-tetrahydro-1H-indazol-1-yl)acetic acid. 1H NMR (400 MHz, DMSO) δ 9.07 (d, J=8.1 Hz, 1H), 8.51 (s, 1H), 7.62 (d, J=8.4 Hz, 2H), 7.50 (d, J=8.4 Hz, 2H), 6.98 (t, J=9.6 Hz, 1H), 6.87 (d, J=7.6 Hz, 2H), 5.41-5.30 (m, 1H), 4.80-4.64 (m, 2H), 3.35 (s, 2H), 3.25-3.12 (m, 1H), 3.07 (dd, J=13.4, 6.8 Hz, 1H), 2.33 (s, 1H), 2.23 (s, 1H), 1.63 (s, 4... Starting materials: C1CCOC1, CCN(C(C)C)C(C)C, COc1ccccc1C1(O)C(=O)Nc2ccc(Cl)cc21, O=C1Nc2ccccc2C1Cl, ClCCl, ClCCl, Cl, O=S(Cl)Cl, c1ccncc1, c1cncc(N2CCNCC2)c1. Reaction SMILES: [CH2:70]1[O:71][CH2:72][CH2:73][CH2:74]1.[CH:31]([N:32]([CH2:33][CH3:34])[CH:35]([CH3:36])[CH3:37])([CH3:38])[CH3:39].[Cl:11][c:12]1[cH:13][c:14]2[c:18]([cH:19][cH:20]1)[NH:17][C:16](=[O:21])[C:15]2([c:22]1[c:23]([O:28][CH3:29])[cH:24][cH:25][cH:26][cH:27]1)[OH:30].[Cl:53][CH:54]1[c:55]2[c:56]([cH:57][cH:58][cH:59][cH:60]2)[NH:61][C:62]1=[O:63].[Cl:64][CH2:65][Cl:66].[Cl:67][CH2:68][Cl:69].[ClH:52].[S:7]([Cl:8])([Cl:9])=[O:10].[cH:1]1[cH:2][cH:3][n:4][cH:5][cH:6]1.[n:40]1[cH:41][c:42]([N:46]2[CH2:47][CH2:48][NH:49][CH2:50][CH2:51]2)[cH:43][cH:44][cH:45]1>>[Cl:11][c:12]1[cH:13][c:14]2[c:18]([cH:19][cH:20]1)[NH:17][C:16](=[O:21])[C:15]2([c:22]1[c:23]([O:28][CH3:29])[cH:24][cH:25][cH:26][cH:27]1)[N:49]1[CH2:48][CH2:47][N:46]([c:42]2[cH:41][n:40][cH:45][cH:44][cH:43]2)[CH2:51][CH2:50]1. Product: COc1ccccc1C1(N2CCN(c3cccnc3)CC2)C(=O)Nc2ccc(Cl)cc21. Starting materials: 5.56, C(C)(=O)C1=CC=2CCC3=CC=CC=C3C2C=C1 (2-Acetyl-9,10-dihydrophenanthrene), [Br-].[Br-].[Br-].C1(=CC=CC=C1)[N+](C)(C)C.C1(=CC=CC=C1)[N+](C)(C)C.C1(=CC=CC=C1)[N+](C)(C)C (phenyltrimethylammonium tribromide). The solvent is C1CCOC1 (THF). Run at time 20 minute. The product is BrCCC1=CC=CC=2C3=CC=CC=C3CCC12 (2-Bromoethyl-9,10-dihydrophenanthrene). RXN SMILES: C([C:4]1[CH:17]=[CH:16][C:15]2[C:14]3[C:9](=[CH:10][CH:11]=[CH:12][CH:13]=3)[CH2:8][CH2:7][C:6]=2[CH:5]=1)(=O)C.[Br-:18].[Br-].[Br-].[C:21]1([N+](C)(C)C)[CH:26]=CC=CC=1.C1([N+](C)(C)C)C=CC=CC=1.C1([N+](C)(C)C)C=CC=CC=1>C1COCC1>[Br:18][CH2:26][CH2:21][C:11]1[C:12]2[CH2:13][CH2:14][C:15]3[C:6](=[CH:5][CH:4]=[CH:17][CH:16]=3)[C:7]=2[CH:8]=[CH:9][CH:10]=1 |f:1.2.3.4.5.6|. Procedure: To a stirred solution of 5.56 (25 mmol) of (8) in 100 mL of THF, 9.78 g (26 mmol) of phenyltrimethylammonium tribromide was added. After stirring for 20 min, the solution became pale yellow and a precipitate of phenyltrimethylammonium bromide separated. Water (300 mL) was added and the mixture was extracted with ethyl acetate. The extract was washed with water and evaporated to dryness to yield (28) which was further purified by trituration with ether and recrystallized from methanol to furnish ... Reactants: [N+](=O)([O-])C=1C=C(NC(=O)C=2C=CC3=C(N(N=N3)C)C2)C=CC1[N+](=O)[O-] (3,4-dinitro-N-(1-methyl-6-benzotriazolylcarbonyl)aniline), CN(C1=CC=C(C=O)C=C1)C (4-dimethylaminobenzaldehyde). Procedure: Compound 190 was prepared according to the procedure similar to that described in Scheme III from 3,4-dinitro-N-(1-methyl-6-benzotriazolylcarbonyl)aniline and 4-dimethylaminobenzaldehyde. 1H NMR (500 MHz, DMSO-d6) δ 10.74 (s, 1H), 8.78 (s, 1H), 8.43 (d, J=1.5 Hz, 1H), 8.16 (dd, J=1, 8.5 Hz, 1H), 8.10 (d, J=9 Hz, 2H), 8.01 (d, J=8.5 Hz, 2H), 7.84 (dd, J=2, 9 Hz, 1H), 7.72 (d, J=9 Hz, 1H), 6.96 (d, J=9 Hz, 2H), 4.39 (s, 3H), 3.10 (s, 6H). As a reaction SMILES: [N+:1]([C:4]1[CH:5]=[C:6]([CH:20]=[CH:21][C:22]=1[N+:23]([O-])=O)[NH:7][C:8]([C:10]1[CH:11]=[CH:12][C:13]2[N:17]=[N:16][N:15]([CH3:18])[C:14]=2[CH:19]=1)=[O:9])([O-])=O.[CH3:26][N:27]([CH3:36])[C:28]1[CH:35]=[CH:34][C:31]([CH:32]=O)=[CH:30][CH:29]=1>>[CH3:26][N:27]([CH3:36])[C:28]1[CH:35]=[CH:34][C:31]([C:32]2[NH:23][C:22]3[CH:21]=[CH:20][C:6]([NH:7][C:8]([C:10]4[CH:11]=[CH:12][C:13]5[N:17]=[N:16][N:15]([CH3:18])[C:14]=5[CH:19]=4)=[O:9])=[CH:5][C:4]=3[N:1]=2)=[CH:30][CH:29]=1. Product: CN(C1=CC=C(C=C1)C1=NC2=C(N1)C=CC(=C2)NC(=O)C=2C=CC1=C(N(N=N1)C)C2)C (N-(2-(4-(dimethylamino)phenyl)-1H-benzo[d]imidazol-5-yl)-1-methyl-1H-benzo[d][1,2,3]triazole-6-carboxamide).